This data is from the Open Reaction Database (ORD), a public repository of structured organic reaction records. The task is: describe an organic reaction: reactants, conditions, products, and yield The reactants are BrC1=CC(=C(S1)C1=NN(C=N1)COCC[Si](C)(C)C)C(O)C1=CC=C(C=C1)Cl ([5-bromo-2-(1-{[2-(trimethylsilyl)ethoxy]methyl}-1H-1,2,4-triazol-3-yl)-3-thienyl](4-chlorophenyl)methanol), C[Sn](C1=CC(=NC=C1)NC(C)=O)(C)C (N-[4-(trimethylstannyl)pyridin-2-yl]acetamide), [Cl-].[Li+] (lithium chloride). Reagents/catalysts: C=1C=CC(=CC1)[P](C=2C=CC=CC2)(C=3C=CC=CC3)[Pd]([P](C=4C=CC=CC4)(C=5C=CC=CC5)C=6C=CC=CC6)([P](C=7C=CC=CC7)(C=8C=CC=CC8)C=9C=CC=CC9)[P](C=1C=CC=CC1)(C=1C=CC=CC1)C=1C=CC=CC1 (tetrakis(triphenylphosphine)palladium(0)), [Cu]I (copper(I) iodide). The solvent is O1CCOCC1 (1,4-dioxane). Conditions: temperature 100 celsius, time 2 hour. The product is ClC1=CC=C(C=C1)C(C=1C=C(SC1C1=NN(C=N1)COCC[Si](C)(C)C)C1=CC(=NC=C1)NC(C)=O)O (N-{4-[4-[(4-chlorophenyl)(hydroxy)methyl]-5-(1-{[2-(trimethylsilyl)ethoxy]methyl}-1H-1,2,4-triazol-3-yl)-2-thienyl]pyridin-2-yl}acetamid). The yield is 80.8%. RXN SMILES: Br[C:2]1[S:6][C:5]([C:7]2[N:11]=[CH:10][N:9]([CH2:12][O:13][CH2:14][CH2:15][Si:16]([CH3:19])([CH3:18])[CH3:17])[N:8]=2)=[C:4]([CH:20]([C:22]2[CH:27]=[CH:26][C:25]([Cl:28])=[CH:24][CH:23]=2)[OH:21])[CH:3]=1.C[Sn](C)(C)[C:31]1[CH:36]=[CH:35][N:34]=[C:33]([NH:37][C:38](=[O:40])[CH3:39])[CH:32]=1.[Cl-].[Li+]>O1CCOCC1.C1C=CC([P]([Pd]([P](C2C=CC=CC=2)(C2C=CC=CC=2)C2C=CC=CC=2)([P](C2C=CC=CC=2)(C2C=CC=CC=2)C2C=CC=CC=2)[P](C2C=CC=CC=2)(C2C=CC=CC=2)C2C=CC=CC=2)(C2C=CC=CC=2)C2C=CC=CC=2)=CC=1.[Cu]I>[Cl:28][C:25]1[CH:26]=[CH:27][C:22]([CH:20]([OH:21])[C:4]2[CH:3]=[C:2]([C:31]3[CH:36]=[CH:35][N:34]=[C:33]([NH:37][C:38](=[O:40])[CH3:39])[CH:32]=3)[S:6][C:5]=2[C:7]2[N:11]=[CH:10][N:9]([CH2:12][O:13][CH2:14][CH2:15][Si:16]([CH3:19])([CH3:18])[CH3:17])[N:8]=2)=[CH:23][CH:24]=1 |f:2.3,^1:54,56,75,94|. Reported procedure: A mixture of [5-bromo-2-(1-{[2-(trimethylsilyl)ethoxy]methyl}-1H-1,2,4-triazol-3-yl)-3-thienyl](4-chlorophenyl)methanol (3.07 g, 5.52 mmol)) (synthesized in an analogous way as described in Example 2), N-[4-(trimethylstannyl)pyridin-2-yl]acetamide (1.81 g, 6.07 mmol), tetrakis(triphenylphosphine)palladium(0) (319 mg, 0.28 mmol), copper(I) iodide (315 mg, 1.65 mmol) and lithium chloride (702 mg, 16.5 mmol) in 1,4-dioxane (25.0 mL) was stirred at 100° C. for 2 hours under an atmosphere of nitrogen... Starting materials: BrC1C(C2=CC=C(C=C2C1)Cl)=O (2-bromo-5-chloroindan-1-one), ClC1=C(C(=S)N)C=CC(=C1)Cl (2,4-dichlorothiobenzamide). Reported procedure: This compound is prepared analogously to the process described in Example 1c using 2-bromo-5-chloroindan-1-one and 2,4-dichlorothiobenzamide; melting point: 220-230° C. (dec.). Product: Br.ClC1=CC=2CC3C(N=C(S3)C3=C(C=C(C=C3)Cl)Cl)(C2C=C1)O (6-Chloro-2-(2,4-dichlorophenyl)-8,8a-dihydroindeno[1,2-d]thiazol-3a-ol hydrobromide). RXN SMILES: [Br:1][CH:2]1[CH2:10][C:9]2[C:4](=[CH:5][CH:6]=[C:7]([Cl:11])[CH:8]=2)[C:3]1=[O:12].[Cl:13][C:14]1[CH:22]=[C:21]([Cl:23])[CH:20]=[CH:19][C:15]=1[C:16]([NH2:18])=[S:17]>>[BrH:1].[Cl:11][C:7]1[CH:6]=[CH:5][C:4]2[C:3]3([OH:12])[N:18]=[C:16]([C:15]4[CH:19]=[CH:20][C:21]([Cl:23])=[CH:22][C:14]=4[Cl:13])[S:17][CH:2]3[CH2:10][C:9]=2[CH:8]=1 |f:2.3|.